describe an organic reaction: reactants, conditions, products, and yield From a dataset of the Open Reaction Database (ORD), a public repository of structured organic reaction records. Starting materials: IC(CC1CC(N(C1)[C@H](C(=O)N)CC)=O)C ((2S)-2-[4-(2-iodopropyl)-2-oxo-1-pyrrolidinyl]butanamide), Lactone, CCCCCC1CCC(=O)O1 (γ-nonalactone), S(=O)(Cl)Cl (thionyl chloride), 226, CO (methanol). Reagents/catalysts: [Cl-].[Zn+2].[Cl-] (zinc chloride). Conditions: time 24 hour. Product: COC(CCC(CCCCC)Cl)=O (4-chloro-nonanoic acid methyl ester). RXN SMILES: IC(C)CC1CN([C@@H](CC)C(N)=O)C(=O)C1.[CH3:17][CH2:18][CH2:19][CH2:20][CH2:21][CH:22]1[O:27][C:25](=O)[CH2:24][CH2:23]1.S(Cl)([Cl:30])=O.[CH3:32][OH:33]>[Cl-].[Zn+2].[Cl-]>[CH3:32][O:33][C:25](=[O:27])[CH2:24][CH2:23][CH:22]([Cl:30])[CH2:21][CH2:20][CH2:19][CH2:18][CH3:17] |f:4.5.6|. Procedure: Opening of the Lactone In a three necked flask, under argon, TMSI (51 ml, Aldrich) is added to a solution of the crude 4-allyl-butyrolactone 366 (see procedure §2.1.3., 22.9 g, 0.181 mol.) cooled at 0° C. The solution is stirred for 2 h at room temperature and hydrolysed with 1N HCl (300 ml). The aqueous layer is extracted with CH2Cl2 and the combined organic phase washed with brine, dried over magnesium sulfate and concentrated in vacuo to afford the crude 3-(iodo)methyl-5-hexenoic acid 367 (44... The reactants are CC(=O)O, N#CO[K], NCC1(c2ccc(OCCCN3CCCC3)cc2)CCOCC1, O. Product: NC(=O)NCC1(c2ccc(OCCCN3CCCC3)cc2)CCOCC1. RXN SMILES: [CH3:24][C:25](=[O:26])[OH:27].[K:28][O:29][C:30]#[N:31].[N:1]1([CH2:6][CH2:7][CH2:8][O:9][c:10]2[cH:11][cH:12][c:13]([C:16]3([CH2:22][NH2:23])[CH2:17][CH2:18][O:19][CH2:20][CH2:21]3)[cH:14][cH:15]2)[CH2:2][CH2:3][CH2:4][CH2:5]1.[OH2:32]>>[N:1]1([CH2:6][CH2:7][CH2:8][O:9][c:10]2[cH:11][cH:12][c:13]([C:16]3([CH2:22][NH:23][C:30](=[O:29])[NH2:31])[CH2:17][CH2:18][O:19][CH2:20][CH2:21]3)[cH:14][cH:15]2)[CH2:2][CH2:3][CH2:4][CH2:5]1. Reactants: S1C(=CC=C1)CC(=O)NC1[C@@H]2N(C(C(CS2)=C)C(=O)OC(C2=CC=CC=C2)C2=CC=CC=C2)C1=O (benzhydryl 7-(2-thienylacetamido)-3-methylenecepham-4-carboxylate), C[O-].[Li+] (lithium methoxide), BrBr (bromine). Solvent: O1CCCC1 (tetrahydrofuran). Product: S1C(=CC=C1)CC(=O)NC1([C@@H]2N(C(=C(CS2)CBr)C(=O)OC(C2=CC=CC=C2)C2=CC=CC=C2)C1=O)OC (Benzhydryl 7-(2-thienylacetamido)-7-methoxy-3-bromomethyl-3-cephem-4-carboxylate). RXN SMILES: [S:1]1[CH:5]=[CH:4][CH:3]=[C:2]1[CH2:6][C:7]([NH:9][CH:10]1[C:34](=[O:35])[N:12]2[CH:13]([C:18]([O:20][CH:21]([C:28]3[CH:33]=[CH:32][CH:31]=[CH:30][CH:29]=3)[C:22]3[CH:27]=[CH:26][CH:25]=[CH:24][CH:23]=3)=[O:19])[C:14](=[CH2:17])[CH2:15][S:16][C@H:11]12)=[O:8].[CH3:36][O-:37].[Li+].[Br:39]Br>O1CCCC1>[S:1]1[CH:5]=[CH:4][CH:3]=[C:2]1[CH2:6][C:7]([NH:9][C:10]1([O:37][CH3:36])[C:34](=[O:35])[N:12]2[C:13]([C:18]([O:20][CH:21]([C:22]3[CH:23]=[CH:24][CH:25]=[CH:26][CH:27]=3)[C:28]3[CH:33]=[CH:32][CH:31]=[CH:30][CH:29]=3)=[O:19])=[C:14]([CH2:17][Br:39])[CH2:15][S:16][C@H:11]12)=[O:8] |f:1.2|. Reported procedure: In accordance with the procedures described by Example 1, benzhydryl 7-(2-thienylacetamido)-3-methylenecepham-4-carboxylate was reacted with 8 equivalents of lithium methoxide in tetrahydrofuran in the presence of 8 equivalents of bromine at -80° C. to provide the title product: The reactants are C(C(=O)Cl)(=O)Cl (oxalyl chloride), ClC=1C=CC(=C(C(=O)O)C1)F (5-chloro-2-fluoro-benzoic acid), CO (methanol). Reagents/catalysts: CN(C=O)C (N,N-dimethylformamide). The solvent is ClCCl (dichloromethane), ClCCl (dichloromethane). Run at time 1 hour. The product is ClC=1C=CC(=C(C(=O)OC)C1)F (methyl 5-chloro-2-fluoro-benzoate). The yield is 92.0%. Reaction SMILES: [Cl:1][C:2]1[CH:3]=[CH:4][C:5]([F:11])=[C:6]([CH:10]=1)[C:7]([OH:9])=[O:8].[C:12](Cl)(=O)C(Cl)=O.CO>ClCCl.CN(C)C=O>[Cl:1][C:2]1[CH:3]=[CH:4][C:5]([F:11])=[C:6]([CH:10]=1)[C:7]([O:9][CH3:12])=[O:8]. Reported procedure: To a suspension of 5-chloro-2-fluoro-benzoic acid (2.0 g, 11.5 mmol) in dichloromethane (50 ml) was added a solution of oxalyl chloride in dichloromethane (2 M, 6.5 ml, 13 mmol) followed by N,N-dimethylformamide (5 drops). After stirring for 1 hour, methanol (10 ml) was added. After stirring for 20 hours, the mixture was concentrated under reduced pressure. The residue was partitioned between ethyl acetate (200 ml) and saturated aqueous potassium carbonate solution (100 ml). The organic layer wa... Starting materials: CC1=CC=C(S1)C(=O)O (5-methylthiophene-2-carboxylic acid), CC=1C(=NC2(N1)CCOC1=CC=C(C=C12)N)N (5′-methylspiro[chroman-4,2′-imidazole]-4′,6-diamine), CC=1C(=NC2(N1)CCOC1=CC=C(C=C12)N)N (5′-methylspiro[chroman-4,2′-imidazole]-4′,6-diamine). Product: NC1=NC2(N=C1C)CCOC1=CC=C(C=C12)NC(=O)C=1SC(=CC1)C (N-(4′-Amino-5′-methylspiro[chroman-4,2′-imidazole]-6-yl)-5-methylthiophene-2-carboxamide). Isolated yield 55.8%. Reaction SMILES: [CH3:1][C:2]1[S:6][C:5]([C:7]([OH:9])=O)=[CH:4][CH:3]=1.[CH3:10][C:11]1[C:12]([NH2:26])=[N:13][C:14]2([C:24]3[C:19](=[CH:20][CH:21]=[C:22]([NH2:25])[CH:23]=3)[O:18][CH2:17][CH2:16]2)[N:15]=1>>[NH2:26][C:12]1[C:11]([CH3:10])=[N:15][C:14]2([C:24]3[C:19](=[CH:20][CH:21]=[C:22]([NH:25][C:7]([C:5]4[S:6][C:2]([CH3:1])=[CH:3][CH:4]=4)=[O:9])[CH:23]=3)[O:18][CH2:17][CH2:16]2)[N:13]=1. Procedure: The title compound (45.5 mg, 57% yield) was prepared as described or Example 13a starting from 5-methylthiophene-2-carboxylic acid (32.1 mg, 0.23 mmol) and 5′-methylspiro[chroman-4,2′-imidazole]-4′,6-diamine (Intermediate 30, 52 mg, 0.23 mmol): 1H NMR (500 MHz, DMSO-d6) δ ppm 1.91 (m, 2 H), 2.23 (s, 3 H), 2.47 (s, 3 H), 4.39 (m, 2 H), 6.55 (s, 2 H), 6.73 (d, 1 H), 6.78 (d, 1 H), 6.86 (dd, 1 H), 7.50 (dd, 1 H), 7.73 (d, 1 H), 9.86 (s, 1 H); MS (ES+) m/z 355 [M+H]+. Starting materials: [OH-].[Na+] (sodium hydroxide), CC1=C(C(=CC=C1)C)NCC1=NN=C(N1C)S (3-(2,6-dimethylphenylaminomethyl)-4-methyl-5-mercapto-1,2,4-triazole), CI (methyl iodide). Solvent: ClCCl (dichloromethane), O (water), ClCCl (dichloromethane). Conditions: time 0.5 hour. The product is CC1=C(C(=CC=C1)C)NCC1=NN=C(N1C)SC (3-(2,6-dimethylphenylaminomethyl)-4-methyl-5-methylthio-1,2,4-triazole). RXN SMILES: [OH-].[Na+].[CH3:3][C:4]1[CH:9]=[CH:8][CH:7]=[C:6]([CH3:10])[C:5]=1[NH:11][CH2:12][C:13]1[N:17]([CH3:18])[C:16]([SH:19])=[N:15][N:14]=1.[CH3:20]I>O.ClCCl>[CH3:10][C:6]1[CH:7]=[CH:8][CH:9]=[C:4]([CH3:3])[C:5]=1[NH:11][CH2:12][C:13]1[N:17]([CH3:18])[C:16]([S:19][CH3:20])=[N:15][N:14]=1 |f:0.1|. Reported procedure: To a stirred solution of 1.7 g (0.0419 mol) sodium hydroxide in 125 ml water was added in one portion, 10.4 g (0.0419 mol), 3-(2,6-dimethylphenylaminomethyl)-4-methyl-5-mercapto-1,2,4-triazole. After a homogeneous solution was obtained, 6.2 g (0.044 mol) methyl iodide was added dropwise. The reaction mixture was then diluted with 50 ml dichloromethane and vigorously stirred for 0.5 hour. The reaction mixture was diluted with another 100 ml dichloromethane and the organic layer was separated, dri...